This data is from the Open Reaction Database (ORD), a public repository of structured organic reaction records. The task is: describe an organic reaction: reactants, conditions, products, and yield Starting materials: ClC1=C(C=C(C(=C1)NCC=1OC=CC1)C(=O)OCC(Cl)(Cl)Cl)S(=O)(=O)NCOC(CCCCC(=O)O)=O (6-(2-chloro-4-[(2-furanylmethyl)amino]-5-(2,2,2-trichloroethoxycarbonyl)phenylsulfonamidomethoxy)(6-oxo)hexanoic acid), BrCCl (bromochloromethane), C([O-])([O-])=O.[Cs+].[Cs+] (cesium carbonate), solution. Solvent: CO.O (methanol water). Conditions: time 12 hour. Yields the product ClC1=C(C=C(C(=C1)NCC=1OC=CC1)C(=O)OCC(Cl)(Cl)Cl)S(=O)(=O)NCOC(CCCCC(=O)OCCl)=O (chloromethyl 6-(2-chloro-4-[(2-furanylmethyl)amino]-5-(2,2,2-trichloroethoxycarbonyl)phenylsulfonamidomethoxy)(6-oxo)hexanoate). Reaction SMILES: [Cl:1][C:2]1[CH:7]=[C:6]([NH:8][CH2:9][C:10]2[O:11][CH:12]=[CH:13][CH:14]=2)[C:5]([C:15]([O:17][CH2:18][C:19]([Cl:22])([Cl:21])[Cl:20])=[O:16])=[CH:4][C:3]=1[S:23]([NH:26][CH2:27][O:28][C:29](=[O:37])[CH2:30][CH2:31][CH2:32][CH2:33][C:34]([OH:36])=[O:35])(=[O:25])=[O:24].C(=O)([O-])[O-].[Cs+].[Cs+].Br[CH2:45][Cl:46]>CO.O>[Cl:1][C:2]1[CH:7]=[C:6]([NH:8][CH2:9][C:10]2[O:11][CH:12]=[CH:13][CH:14]=2)[C:5]([C:15]([O:17][CH2:18][C:19]([Cl:22])([Cl:21])[Cl:20])=[O:16])=[CH:4][C:3]=1[S:23]([NH:26][CH2:27][O:28][C:29](=[O:37])[CH2:30][CH2:31][CH2:32][CH2:33][C:34]([O:36][CH2:45][Cl:46])=[O:35])(=[O:25])=[O:24] |f:1.2.3,5.6|. Reported procedure: The 6-(2-chloro-4-[(2-furanylmethyl)amino]-5-(2,2,2-trichloroethoxycarbonyl)phenylsulfonamidomethoxy)(6-oxo)hexanoic acid (0.060 mole) is dispersed with stirring in a methanol-water mixture (100 mL), and an aqueous solution of cesium carbonate (2 molar) is added dropwise until the solution pH is 6.6. The volatiles are removed by spin evaporation in vacuo. The resulting cesium salt is dried by addition of toluene and removal of the volatiles under reduced pressure. This is repeated several times.... Starting materials: C1(CC1)S(=O)(=O)N (cyclopropanesulfonamide), [H-].[Na+] (sodium hydride), FC=1C=C(C=2CC(C(NC2C1)C1=CC(=CC=C1)N1CCOCC1)(C)C)C(=O)O (7-fluoro-3,3-dimethyl-2-(3-morpholin-4-yl-phenyl)-1,2,3,4-tetrahydro-quinoline-5-carboxylic acid), C(=O)(N1C=NC=C1)N1C=NC=C1 (1,1′-carbonyldiimidazole), [H-].[Na+] (sodium hydride), C1(CC1)S(=O)(=O)N (cyclopropanesulfonamide). Solvent: CN(C=O)C (N,N-dimethylformamide), CN(C=O)C (N,N-dimethylformamide), CN(C=O)C (N,N-dimethylformamide). Conditions: temperature 25 celsius, time 1 hour. Product: FC=1C=C(C=2CC(C(NC2C1)C1=CC(=CC=C1)N1CCOCC1)(C)C)C(=O)NS(=O)(=O)C1CC1 (cyclopropanesulfonic acid [7-fluoro-3,3-dimethyl-2-(3-morpholin-4-yl-phenyl)-1,2,3,4-tetrahydro-quinoline-5-carbonyl]-amide). Yield: 39.4%. As a reaction SMILES: [H-].[Na+].[CH:3]1([S:6]([NH2:9])(=[O:8])=[O:7])[CH2:5][CH2:4]1.[F:10][C:11]1[CH:12]=[C:13]([C:35](O)=[O:36])[C:14]2[CH2:15][C:16]([CH3:34])([CH3:33])[CH:17]([C:21]3[CH:26]=[CH:25][CH:24]=[C:23]([N:27]4[CH2:32][CH2:31][O:30][CH2:29][CH2:28]4)[CH:22]=3)[NH:18][C:19]=2[CH:20]=1.C(N1C=CN=C1)(N1C=CN=C1)=O>CN(C)C=O>[F:10][C:11]1[CH:12]=[C:13]([C:35]([NH:9][S:6]([CH:3]2[CH2:5][CH2:4]2)(=[O:8])=[O:7])=[O:36])[C:14]2[CH2:15][C:16]([CH3:33])([CH3:34])[CH:17]([C:21]3[CH:26]=[CH:25][CH:24]=[C:23]([N:27]4[CH2:28][CH2:29][O:30][CH2:31][CH2:32]4)[CH:22]=3)[NH:18][C:19]=2[CH:20]=1 |f:0.1|. Procedure: To a suspension of 60% sodium hydride (200 mg, 5.0 mmol) in N,N-dimethylformamide (1.5 mL) was added cyclopropanesulfonamide (630 mg, 5.2 mmol) at room temperature. The resulting mixture was stirred at 25° C. for 1 h. A solution of 7-fluoro-3,3-dimethyl-2-(3-morpholin-4-yl-phenyl)-1,2,3,4-tetrahydro-quinoline-5-carboxylic acid (200 mg, 0.52 mmol) and 1,1′-carbonyldiimidazole (170 mg, 1.04 mmol) in N,N-dimethylformamide (2.0 mL) was stirred at 70° C. After stirring at 70° C. for 1 h, the above su... The reactants are C1CCOC1, CCN(C(C)C)C(C)C, O=C(Cl)c1cccc(OC(F)(F)F)c1, Nc1cccc(Oc2ccnc3[nH]c(=O)cnc23)c1. The product is O=C(Nc1cccc(Oc2ccnc3[nH]c(=O)cnc23)c1)c1cccc(OC(F)(F)F)c1. RXN SMILES: [CH2:43]1[O:44][CH2:45][CH2:46][CH2:47]1.[CH:20]([N:21]([CH:22]([CH3:23])[CH3:24])[CH2:25][CH3:26])([CH3:27])[CH3:28].[F:29][C:30]([O:31][c:32]1[cH:33][c:34]([C:35](=[O:36])[Cl:37])[cH:38][cH:39][cH:40]1)([F:41])[F:42].[NH2:1][c:2]1[cH:3][c:4]([O:5][c:6]2[cH:7][cH:8][n:9][c:10]3[nH:11][c:12](=[O:16])[cH:13][n:14][c:15]23)[cH:17][cH:18][cH:19]1>>[NH:1]([c:2]1[cH:3][c:4]([O:5][c:6]2[cH:7][cH:8][n:9][c:10]3[nH:11][c:12](=[O:16])[cH:13][n:14][c:15]23)[cH:17][cH:18][cH:19]1)[C:35]([c:34]1[cH:33][c:32]([O:31][C:30]([F:29])([F:41])[F:42])[cH:40][cH:39][cH:38]1)=[O:36].